From a dataset of the Open Reaction Database (ORD), a public repository of structured organic reaction records. describe an organic reaction: reactants, conditions, products, and yield Starting materials: CCOc1ccc(N)cc1, O, c1ccc(OP(Oc2ccccc2)Oc2ccccc2)cc1, Oc1cccc2ccccc12. The product is CCOc1ccc(Nc2cccc3ccccc23)cc1. As a reaction SMILES: [CH3:12][CH2:13][O:14][c:15]1[cH:16][cH:17][c:18]([NH2:21])[cH:19][cH:20]1.[OH2:44].[P:22]([O:23][c:24]1[cH:25][cH:26][cH:27][cH:28][cH:29]1)([O:30][c:31]1[cH:32][cH:33][cH:34][cH:35][cH:36]1)[O:37][c:38]1[cH:39][cH:40][cH:41][cH:42][cH:43]1.[c:1]1([OH:11])[cH:2][cH:3][cH:4][c:5]2[cH:6][cH:7][cH:8][cH:9][c:10]12>>[c:1]1([NH:21][c:18]2[cH:17][cH:16][c:15]([O:14][CH2:13][CH3:12])[cH:20][cH:19]2)[cH:2][cH:3][cH:4][c:5]2[cH:6][cH:7][cH:8][cH:9][c:10]12.